This data is from the Open Reaction Database (ORD), a public repository of structured organic reaction records. The task is: describe an organic reaction: reactants, conditions, products, and yield Product: O(C1=CC=CC=C1)C=1C=C(C=CC1)C(CC)O (1-(3-phenoxyphenyl)propan-1-ol). Solvent: C(C)OCC (ethyl ether), O1CCCC1 (tetrahydrofuran). Reactants: 3-N-ethylmagnesium bromide, O(C1=CC=CC=C1)C=1C=C(C=O)C=CC1 (3-phenoxybenzaldehyde), ice, C(C)(=O)O (acetic acid). Procedure details: A mixture of 25.1 g of 3-phenoxybenzaldehyde in 23 ml of an anhydrous tetrahydrofuran is added dropwise to 60 ml of 3-N-ethylmagnesium bromide in ethyl ether, cooled in an ice bath under a nitrogen atmosphere, over a period of about 1 1/2 hours. The reaction mixture is stirred overnight and warmed to room temperature, after which time it is poured over ice containing 12 ml of acetic acid. The organic and aqueous phases are separated and the aqueous phases extracted twice with ethyl ether. The et... Reaction SMILES: [O:1]([C:8]1[CH:9]=[C:10]([CH:13]=[CH:14][CH:15]=1)[CH:11]=[O:12])[C:2]1[CH:7]=[CH:6][CH:5]=[CH:4][CH:3]=1.[C:16](O)(=O)[CH3:17]>O1CCCC1.C(OCC)C>[O:1]([C:8]1[CH:9]=[C:10]([CH:11]([OH:12])[CH2:16][CH3:17])[CH:13]=[CH:14][CH:15]=1)[C:2]1[CH:3]=[CH:4][CH:5]=[CH:6][CH:7]=1. Reaction conditions: time 8 hour.